From a dataset of the Open Reaction Database (ORD), a public repository of structured organic reaction records. describe an organic reaction: reactants, conditions, products, and yield Reactants: C1(=CC=CC=C1)C=1SC(=CC1O)C1=CC=CC=C1 (2,5-diphenyl-3-hydroxythiophene), [H-].[Na+] (sodium hydride), suspension, COCCl (Chloromethyl methyl ether), CCOCC.O (ether water). Run in CN(C=O)C (N,N-dimethylformamide). Run at time 20 minute. The product is C1(=CC=CC=C1)C=1SC(=CC1OCOC)C1=CC=CC=C1 (2,5-Diphenyl-3-(methoxymethoxy)-thiophene). Isolated yield 87.7%. Reaction SMILES: [C:1]1([C:7]2[S:8][C:9]([C:13]3[CH:18]=[CH:17][CH:16]=[CH:15][CH:14]=3)=[CH:10][C:11]=2[OH:12])[CH:6]=[CH:5][CH:4]=[CH:3][CH:2]=1.[H-].[Na+].[CH3:21][O:22][CH2:23]Cl.CCOCC.O>CN(C)C=O>[C:1]1([C:7]2[S:8][C:9]([C:13]3[CH:14]=[CH:15][CH:16]=[CH:17][CH:18]=3)=[CH:10][C:11]=2[O:12][CH2:21][O:22][CH3:23])[CH:6]=[CH:5][CH:4]=[CH:3][CH:2]=1 |f:1.2,4.5|. Procedure: To a stirred, ice cooled solution of 2,5-diphenyl-3-hydroxythiophene (0.12 g, 0.5 mmol) in dried N,N-dimethylformamide (2 ml) was added sodium hydride (30 mg of a 60% suspension in mineral oil). When the initial vigorous reaction subsides (ca. 4 minutes), the mixture was allowed to stir at ambient temperatures for 20 minutes and then recooled. Chloromethyl methyl ether (0.055 ml, 0.7 mmol) was then added all at once. After stirring cold for ca. 30 minutes, the mixture was allowed to stir at ambi... Starting materials: ClCC(=O)C=1C=CC2=C(CCCO2)C1 (2-chloro-1-(3,4-dihydro-2H-1-benzopyran-6-yl)ethan-1-one), C(C1=CC=CC=C1)(=S)N (thiobenzamide). Solvent: O1CCOCC1 (dioxane). The product is O1CCCC2=C1C=CC(=C2)C=2N=C(SC2)C2=CC=CC=C2 (4-(3,4-dihydro-2H-1-benzopyran-6-yl)-2-phenyl-1,3-thiazole). The yield is 94.1%. RXN SMILES: Cl[CH2:2][C:3]([C:5]1[CH:6]=[CH:7][C:8]2[O:13][CH2:12][CH2:11][CH2:10][C:9]=2[CH:14]=1)=O.[C:15]([NH2:23])(=[S:22])[C:16]1[CH:21]=[CH:20][CH:19]=[CH:18][CH:17]=1>O1CCOCC1>[O:13]1[C:8]2[CH:7]=[CH:6][C:5]([C:3]3[N:23]=[C:15]([C:16]4[CH:21]=[CH:20][CH:19]=[CH:18][CH:17]=4)[S:22][CH:2]=3)=[CH:14][C:9]=2[CH2:10][CH2:11][CH2:12]1. Procedure: A solution of 2-chloro-1-(3,4-dihydro-2H-1-benzopyran-6-yl)ethan-1-one (9b) (250 mg, 1.19 mmol) and thiobenzamide (180 mg, 1.3 mmol) in dioxane (10 mL) was refluxed for 15 hours, then the reaction mixture was concentrated. The residue was diluted with dichloromethane (20 mL), washed with water (10 mL), brine (10 mL), dried over sodium sulfate, filtered and evaporated under reduced pressure. The residue was purified by flash chromatography on silica gel (dichloromethane/cyclohexane 60/40) to affo... The reactants are CC=1C=C(C(=O)O)C=CC1I (3-methyl-4-iodobenzoic acid), CO (methanol), S(O)(O)(=O)=O (sulfuric acid). Product: CC=1C=C(C(=O)OC)C=CC1I (methyl 3-methyl-4-iodobenzoate). RXN SMILES: [CH3:1][C:2]1[CH:3]=[C:4]([CH:8]=[CH:9][C:10]=1[I:11])[C:5]([OH:7])=[O:6].S(=O)(=O)(O)O.[CH3:17]O>>[CH3:1][C:2]1[CH:3]=[C:4]([CH:8]=[CH:9][C:10]=1[I:11])[C:5]([O:7][CH3:17])=[O:6]. Reported procedure: 24.4 g (0.093 mol) of 3-methyl-4-iodobenzoic acid and 250 ml of methanol were introduced into a round-bottomed flask and 2.5 ml of concentrated sulfuric acid were added dropwise. The mixture was heated at reflux for twelve hours, the reaction medium evaporated, taken up in ethyl acetate and water, the organic phase decanted off, dried over magnesium sulfate and evaporated. The residue was triturated in methanol and filtered; 21.9 g (85%) of the expected methyl ester of melting point 58°-59° C. w...